Task: describe an organic reaction: reactants, conditions, products, and yield. Dataset: the Open Reaction Database (ORD), a public repository of structured organic reaction records The reactants are O=C(Cl)Cl, CCN(CC)CCCO, c1ccc(C2CCC2)cc1. Yields the product CCN(CC)CCCOC(=O)C1(c2ccccc2)CCC1, Cl. Reaction SMILES: [C:1](=[O:2])([Cl:3])[Cl:4].[CH2:15]([CH3:16])[N:17]([CH2:18][CH2:19][CH2:20][OH:21])[CH2:22][CH3:23].[c:5]1([CH:11]2[CH2:12][CH2:13][CH2:14]2)[cH:6][cH:7][cH:8][cH:9][cH:10]1>>[C:1](=[O:2])([C:11]1([c:5]2[cH:6][cH:7][cH:8][cH:9][cH:10]2)[CH2:12][CH2:13][CH2:14]1)[O:21][CH2:20][CH2:19][CH2:18][N:17]([CH2:15][CH3:16])[CH2:22][CH3:23].[ClH:3]. The solvent is C(C)(=O)O (acetic acid). As a reaction SMILES: [C:1]([C:3]1[C:4]([N:10]=[CH:11][N:12](C)C)=[N:5][C:6]([CH3:9])=[CH:7][CH:8]=1)#[N:2].[CH2:15]([O:22][C:23]1[CH:28]=[CH:27][C:26]([S:29][C:30]2[CH:35]=[CH:34][C:33]([N+:36]([O-:38])=[O:37])=[CH:32][C:31]=2N)=[CH:25][CH:24]=1)[C:16]1[CH:21]=[CH:20][CH:19]=[CH:18][CH:17]=1>C(O)(=O)C>[CH2:15]([O:22][C:23]1[CH:28]=[CH:27][C:26]([S:29][C:30]2[CH:31]=[CH:32][C:33]([N+:36]([O-:38])=[O:37])=[CH:34][C:35]=2[NH:2][C:1]2[C:3]3[CH:8]=[CH:7][C:6]([CH3:9])=[N:5][C:4]=3[N:10]=[CH:11][N:12]=2)=[CH:25][CH:24]=1)[C:16]1[CH:17]=[CH:18][CH:19]=[CH:20][CH:21]=1. Run at time 20 minute. Isolated yield 91.4%. Yields the product C(C1=CC=CC=C1)OC1=CC=C(C=C1)SC1=C(C=C(C=C1)[N+](=O)[O-])NC=1C2=C(N=CN1)N=C(C=C2)C ([2-(4-Benzyloxy-phenylsulfanyl)-5-nitro-phenyl]-(7-methyl-pyrido[2,3-d]pyrimidin-4-yl)-amine). The reactants are C(#N)C=1C(=NC(=CC1)C)N=CN(C)C (N′-(3-Cyano-6-methyl-pyridin-2-yl)-N,N-dimethyl-formamidine), C(C1=CC=CC=C1)OC1=CC=C(C=C1)SC1=C(C=C(C=C1)[N+](=O)[O-])N (2-(4-Benzyloxy-phenylsulfanyl)-5-nitro-phenylamine). Procedure: A solution of the product from Example 10B (62 mg, 0.331 mmol), and the product of Example 85B (120 mg, 0.331 mmol) in acetic acid (1 mL) was stirred in an oil bath preheated to 130° C. for 20 minutes. The mixture was then cooled to room temperature, the acetic acid removed under vacuum leaving a brown oil as the title compound (0.15 g, 92%). The compound was used without purification in the next step. The reactants are Fc1cc(Br)c2ccn(-c3ccc(OCc4ccccc4)c(F)c3)c2c1, CC(C)c1cc(C(C)C)c(-c2ccccc2P(C(C)(C)C)C(C)(C)C)c(C(C)C)c1, C1COCCO1, CCOC(C)=O, Cl, [K+], O=C(C=Cc1ccccc1)C=Cc1ccccc1, O=C(C=Cc1ccccc1)C=Cc1ccccc1, O=C(C=Cc1ccccc1)C=Cc1ccccc1, [OH-], O, [Pd], [Pd]. Product: Oc1cc(F)cc2c1ccn2-c1ccc(OCc2ccccc2)c(F)c1. Reaction SMILES: [Br:1][c:2]1[c:3]2[cH:4][cH:5][n:6](-[c:12]3[cH:13][c:14]([F:26])[c:15]([O:18][CH2:19][c:20]4[cH:21][cH:22][cH:23][cH:24][cH:25]4)[cH:16][cH:17]3)[c:7]2[cH:8][c:9]([F:11])[cH:10]1.[C:29]([P:30]([C:31]([CH3:32])([CH3:33])[CH3:34])[c:35]1[cH:36][cH:37][cH:38][cH:39][c:40]1-[c:41]1[c:42]([CH:43]([CH3:44])[CH3:45])[cH:46][c:47]([CH:48]([CH3:49])[CH3:50])[cH:51][c:52]1[CH:53]([CH3:54])[CH3:55])([CH3:56])([CH3:57])[CH3:58].[CH2:60]1[O:61][CH2:62][CH2:63][O:64][CH2:65]1.[CH3:67][CH2:68][O:69][C:70](=[O:71])[CH3:72].[ClH:59].[K+:28].[O:111]=[C:112]([CH:113]=[CH:114][c:115]1[cH:116][cH:117][cH:118][cH:119][cH:120]1)[CH:121]=[CH:122][c:123]1[cH:124][cH:125][cH:126][cH:127][cH:128]1.[O:75]=[C:76]([CH:77]=[CH:78][c:79]1[cH:80][cH:81][cH:82][cH:83][cH:84]1)[CH:85]=[CH:86][c:87]1[cH:88][cH:89][cH:90][cH:91][cH:92]1.[O:93]=[C:94]([CH:95]=[CH:96][c:97]1[cH:98][cH:99][cH:100][cH:101][cH:102]1)[CH:103]=[CH:104][c:105]1[cH:106][cH:107][cH:108][cH:109][cH:110]1.[OH-:27].[OH2:66].[Pd:73].[Pd:74]>>[c:2]1([OH:27])[c:3]2[cH:4][cH:5][n:6](-[c:12]3[cH:13][c:14]([F:26])[c:15]([O:18][CH2:19][c:20]4[cH:21][cH:22][cH:23][cH:24][cH:25]4)[cH:16][cH:17]3)[c:7]2[cH:8][c:9]([F:11])[cH:10]1. The reactants are Cl (Hydrogen chloride), C(C)OC(=S)C1=CC2=C(SC=C2C)C=C1 (3-methylthiobenzo[b]thiophene-5-carboxylic acid ethyl ester), C=O (paraformaldehyde). The reagents and catalysts are [Cl-].[Zn+2].[Cl-] (zinc chloride). Solvent: C(Cl)(Cl)Cl (chloroform). Conditions: time 18 hour. Product: C(C)OC(=S)C1=CC2=C(SC(=C2C)CCl)C=C1 (2-chloromethyl-3-methylthiobenzo[b]thiophene-5-carboxylic acid ethyl ester). Reaction SMILES: [ClH:1].[CH2:2]([O:4][C:5]([C:7]1[CH:16]=[CH:15][C:10]2[S:11][CH:12]=[C:13]([CH3:14])[C:9]=2[CH:8]=1)=[S:6])[CH3:3].[CH2:17]=O>C(Cl)(Cl)Cl.[Cl-].[Zn+2].[Cl-]>[CH2:2]([O:4][C:5]([C:7]1[CH:16]=[CH:15][C:10]2[S:11][C:12]([CH2:17][Cl:1])=[C:13]([CH3:14])[C:9]=2[CH:8]=1)=[S:6])[CH3:3] |f:4.5.6|. Procedure details: Hydrogen chloride was passed for 2 hours through a stirred mixture of 3-methylthiobenzo[b]thiophene-5-carboxylic acid ethyl ester (1.0 g), paraformaldehyde (0.24 g) and anhydrous zinc chloride (0.2 g) in chloroform (30 ml) at 0° C. The resulting mixture was stirred at room temperature for 18 hours and then washed with water. The organic layer was separated, dried (Na2SO4) and evaporated to give an oil which was chromatographed on silica gel. Elution with toluene gave a solid which was crystallis... The yield is 79.9%. Reactants: C(C1=CC=CC=C1)(=O)O[C@H]1[C@H](O[C@@H]([C@H]1F)COCC1=CC=CC=C1)OC ((2S,3S,4R,5R)-5-(benzyloxymethyl)-4-fluoro-2-methoxy-tetrahydrofuran-3-yl benzoate). Procedure: A solution of 10% formic acid in MeOH (50 mL) was degassed under vacuum for 5 min, and then 20 mL of this solution was added under argon to Pd/C (450 mg). To this suspension, compound 35.10 (450 mg, 1.25 mmol) dissolved in 25 mL of the same solution was added dropwise while stirring. The reaction was monitored by LC-MS. When completed, 50 mL of water was added to the mixture. The catalyst was filtered off and the solvent was removed under reduced pressure. The residue was subjected to a silica g... Reaction SMILES: [C:1]([O:9][C@@H:10]1[C@H:14]([F:15])[C@@H:13]([CH2:16][O:17]CC2C=CC=CC=2)[O:12][C@@H:11]1[O:25][CH3:26])(=[O:8])[C:2]1[CH:7]=[CH:6][CH:5]=[CH:4][CH:3]=1>O>[C:1]([O:9][C@@H:10]1[C@H:14]([F:15])[C@@H:13]([CH2:16][OH:17])[O:12][C@@H:11]1[O:25][CH3:26])(=[O:8])[C:2]1[CH:3]=[CH:4][CH:5]=[CH:6][CH:7]=1. The product is C(C1=CC=CC=C1)(=O)O[C@H]1[C@H](O[C@@H]([C@H]1F)CO)OC ((2S,3S,4R,5R)-4-fluoro-5-(hydroxymethyl)-2-methoxy-tetrahydrofuran-3-yl benzoate). The solvent is same solution, O (water). The reactants are C(C)OC1=NC2=C(N1CC1=CC=C(C=C1)C1=C(C=CC=C1)C(NOC(=O)OCC)=N)C(=CC=C2)C(=O)OC (Methyl 2-ethoxy-1-[[2'-(ethoxycarbonyloxy-carbamimidoyl)biphenyl-4-yl]methyl]benzimidazole-7-carboxylate), N12CCCCCC2=NCCC1 (1,8-diazabicyclo[5.4.0]undec-7-ene). The solvent is C(C)(=O)OCC (ethyl acetate). Reaction conditions: temperature 80 celsius, time 2 hour. The product is C(C)OC1=NC2=C(N1CC1=CC=C(C=C1)C1=C(C=CC=C1)C=1NOC(N1)=O)C(=CC=C2)C(=O)OC (Methyl 2-ethoxy-1-[[2'-(2,5-dihydro-5-oxo-1,2,4-oxadiazol-3-yl)biphenyl-4-yl]methyl]benzimidazole-7-carboxylate). Isolated yield 57.6%. As a reaction SMILES: [CH2:1]([O:3][C:4]1[N:8]([CH2:9][C:10]2[CH:15]=[CH:14][C:13]([C:16]3[CH:21]=[CH:20][CH:19]=[CH:18][C:17]=3[C:22](=[NH:30])[NH:23][O:24][C:25]([O:27]CC)=O)=[CH:12][CH:11]=2)[C:7]2[C:31]([C:35]([O:37][CH3:38])=[O:36])=[CH:32][CH:33]=[CH:34][C:6]=2[N:5]=1)[CH3:2].N12CCCN=C1CCCCC2>C(OCC)(=O)C>[CH2:1]([O:3][C:4]1[N:8]([CH2:9][C:10]2[CH:11]=[CH:12][C:13]([C:16]3[CH:21]=[CH:20][CH:19]=[CH:18][C:17]=3[C:22]3[NH:23][O:24][C:25](=[O:27])[N:30]=3)=[CH:14][CH:15]=2)[C:7]2[C:31]([C:35]([O:37][CH3:38])=[O:36])=[CH:32][CH:33]=[CH:34][C:6]=2[N:5]=1)[CH3:2]. Procedure details: The crude crystals (4.0 g) obtained in Example (57b) was dissolved in ethyl acetate (50 ml). To the solution was added 1,8-diazabicyclo[5.4.0]undec-7-ene (DBU, 3.2 g), and the mixture was stirred for 2 hours at 80° C. The reaction mixture was partitioned between ethyl acetate (50 ml) and 1N HCl (20 ml). The organic layer was washed with water, dried and concentrated to dryness. The residue was crystallized from chloroformethyl acetate to afford the title compound as colorless prisms (2.1 g, 45%)...